Task: describe an organic reaction: reactants, conditions, products, and yield. Dataset: the Open Reaction Database (ORD), a public repository of structured organic reaction records The reactants are O=Cc1ccc(Cl)cc1F, [Na], O=S(O)c1ccccc1. Yields the product O=Cc1ccc(Cl)cc1S(=O)(=O)c1ccccc1. Reaction SMILES: [Cl:1][c:2]1[cH:3][c:4]([F:10])[c:5]([CH:6]=[O:7])[cH:8][cH:9]1.[Na:11].[c:12]1([S:18](=[O:19])[OH:20])[cH:13][cH:14][cH:15][cH:16][cH:17]1>>[Cl:1][c:2]1[cH:3][c:4]([S:18]([c:12]2[cH:13][cH:14][cH:15][cH:16][cH:17]2)(=[O:19])=[O:20])[c:5]([CH:6]=[O:7])[cH:8][cH:9]1. Starting materials: N1NC(C=2C=NC=3C=CC=CC3C21)=O (dihydro-pyrazolo-[4,3-c]quinolin-3-one), CN1CCNCC1 (1-methylpiperazine). The product is CN1CCN(CC1)C=1C=CC=2C=3C(=CNC2C1)C(N(N3)C3=CC=CC=C3)=O (7-(4-Methylpiperazin-1-yl)-2-phenyl-2,5-dihydro-pyrazolo[4,3-c]quinolin-3-one). Reaction SMILES: [NH:1]1[C:13]2[C:12]3[CH:11]=[CH:10][CH:9]=[CH:8][C:7]=3[N:6]=[CH:5][C:4]=2[C:3](=[O:14])[NH:2]1.[CH3:15][N:16]1[CH2:21][CH2:20][NH:19][CH2:18][CH2:17]1>>[CH3:15][N:16]1[CH2:21][CH2:20][N:19]([C:9]2[CH:10]=[CH:11][C:12]3[C:13]4[C:4]([C:3](=[O:14])[N:2]([C:7]5[CH:8]=[CH:9][CH:10]=[CH:11][CH:12]=5)[N:1]=4)=[CH:5][NH:6][C:7]=3[CH:8]=2)[CH2:18][CH2:17]1. Procedure details: The title compound was prepared following the procedure in Step 5 using 13a and 1-methylpiperazine. 1H-NMR (CD3OD) δ (ppm): 2.44 (3H, s), 2.74 (4H, brm), 3.44 (4H, brm), 7.03 (1H, d, J=2.20 Hz), 7.27 (1H, ddd, J=7.41, 1.64, 1.10 Hz), 7.35 (1H, dd, J=9.07, 2.47 Hz), 7.65 (2H, m), 7.99 (2H, m), 8.17 (1H, d, J=9.07 Hz), 8.53 (1H, s). m/z 360.4 (MH+). Starting materials: CCN(C(C)C)C(C)C, Clc1ccc(N2CCNCC2)cc1Cl, CCCc1cc(CCC=O)nn1-c1ccccc1. Product: CCCc1cc(CCCN2CCN(c3ccc(Cl)c(Cl)c3)CC2)nn1-c1ccccc1. Reaction SMILES: [CH:33]([N:34]([CH2:35][CH3:36])[CH:37]([CH3:38])[CH3:39])([CH3:40])[CH3:41].[Cl:19][c:20]1[cH:21][c:22]([N:27]2[CH2:28][CH2:29][NH:30][CH2:31][CH2:32]2)[cH:23][cH:24][c:25]1[Cl:26].[c:1]1(-[n:7]2[n:8][c:9]([CH2:15][CH2:16][CH:17]=[O:18])[cH:10][c:11]2[CH2:12][CH2:13][CH3:14])[cH:2][cH:3][cH:4][cH:5][cH:6]1>>[c:1]1(-[n:7]2[n:8][c:9]([CH2:15][CH2:16][CH2:17][N:30]3[CH2:29][CH2:28][N:27]([c:22]4[cH:21][c:20]([Cl:19])[c:25]([Cl:26])[cH:24][cH:23]4)[CH2:32][CH2:31]3)[cH:10][c:11]2[CH2:12][CH2:13][CH3:14])[cH:2][cH:3][cH:4][cH:5][cH:6]1. The reactants are CCOC(=O)C(Cc1ccc(OCCC2CN(Cc3ccc(O)cc3)C(=O)N2C)cc1)OC(C)C, CCO, [Na+], [OH-]. The product is CC(C)OC(Cc1ccc(OCCC2CN(Cc3ccc(O)cc3)C(=O)N2C)cc1)C(=O)O. RXN SMILES: [CH2:1]([CH3:2])[O:3][C:4]([CH:5]([CH2:6][c:7]1[cH:8][cH:9][c:10]([O:13][CH2:14][CH2:15][CH:16]2[N:17]([CH3:30])[C:18](=[O:29])[N:19]([CH2:21][c:22]3[cH:23][cH:24][c:25]([OH:28])[cH:26][cH:27]3)[CH2:20]2)[cH:11][cH:12]1)[O:31][CH:32]([CH3:33])[CH3:34])=[O:35].[CH3:38][CH2:39][OH:40].[Na+:37].[OH-:36]>>[O:3]=[C:4]([CH:5]([CH2:6][c:7]1[cH:8][cH:9][c:10]([O:13][CH2:14][CH2:15][CH:16]2[N:17]([CH3:30])[C:18](=[O:29])[N:19]([CH2:21][c:22]3[cH:23][cH:24][c:25]([OH:28])[cH:26][cH:27]3)[CH2:20]2)[cH:11][cH:12]1)[O:31][CH:32]([CH3:33])[CH3:34])[OH:35]. Starting materials: FC1=C(C(=CC=C1)F)CC(=O)O (2-(2,6-difluorophenyl)acetic acid), [K+].COC(CC(=O)[O-])=O (3-methoxy-3-oxopropanoic acid potassium salt). The product is FC1=C(C(=CC=C1)F)CC(CC(=O)OC)=O (methyl 4-(2,6-difluorophenyl)-3-oxobutanoate). RXN SMILES: [F:1][C:2]1[CH:7]=[CH:6][CH:5]=[C:4]([F:8])[C:3]=1[CH2:9][C:10]([OH:12])=O.[K+].[CH3:14][O:15][C:16](=[O:21])[CH2:17]C([O-])=O>>[F:8][C:4]1[CH:5]=[CH:6][CH:7]=[C:2]([F:1])[C:3]=1[CH2:9][C:10](=[O:12])[CH2:17][C:16]([O:15][CH3:14])=[O:21] |f:1.2|. Procedure details: The title compound was prepared from 2-(2,6-difluorophenyl)acetic acid and 3-methoxy-3-oxopropanoic acid potassium salt according to the procedure for the preparation of Example 170, part A. 1H NMR (300 MHz, CDCl3): δ 3.56 (2H, s), 3.75 (3H, s), 3.92 (2H, s), 6.89-6.93 (2H, m), 7.22-7.27 (1H, m). Reactants: COC(=O)Cc1ccc(-c2ccc(-c3nc(C(N)=O)c(C)nc3C)cc2)c(F)c1, CC(=O)O, CC(C)(C)O, CCO, [K+], [OH-]. Yields the product Cc1nc(C)c(-c2ccc(-c3ccc(CC(=O)O)cc3F)cc2)nc1C(N)=O. As a reaction SMILES: [C:3]([NH2:4])(=[O:5])[c:6]1[c:7]([CH3:31])[n:8][c:9]([CH3:30])[c:10](-[c:12]2[cH:13][cH:14][c:15](-[c:18]3[c:19]([F:29])[cH:20][c:21]([CH2:24][C:25](=[O:26])[O:27][CH3:28])[cH:22][cH:23]3)[cH:16][cH:17]2)[n:11]1.[CH3:32][C:33](=[O:34])[OH:35].[CH3:36][C:37]([OH:38])([CH3:39])[CH3:40].[CH3:41][CH2:42][OH:43].[K+:2].[OH-:1]>>[C:3]([NH2:4])(=[O:5])[c:6]1[c:7]([CH3:31])[n:8][c:9]([CH3:30])[c:10](-[c:12]2[cH:13][cH:14][c:15](-[c:18]3[c:19]([F:29])[cH:20][c:21]([CH2:24][C:25](=[O:26])[OH:27])[cH:22][cH:23]3)[cH:16][cH:17]2)[n:11]1.